The task is: describe an organic reaction: reactants, conditions, products, and yield. This data is from the Open Reaction Database (ORD), a public repository of structured organic reaction records. Starting materials: C(C)(C)(C)OC(=O)N1[C@@H](CC(C1)=NOC)C(=O)O ((2S,4EZ)-1-(tert-butoxycarbonyl)-4-(methoxyimino)-2-pyrrolidinecarboxylic acid), C1(=CC=C(C=C1)S(=O)(=O)Cl)C1=CC=CC=C1 ([1,1′-biphenyl]-4-sulfonyl chloride), C1(=CC=CC=C1)C1(CCNCC1)O (4phenyl-4-piperidinol). Yields the product CON=C1CN([C@@H](C1)C(=O)N1CCC(CC1)(C1=CC=CC=C1)O)S(=O)(=O)C1=CC=C(C=C1)C1=CC=CC=C1 ((3EZ,5S)-1-([1,1′-biphenyl]-4-ylsulfonyl)-5-[(4-hydroxy-4-phenyl-1-piperidinyl)carbonyl]-3-pyrrolidinone O-methyloxime). As a reaction SMILES: C(OC([N:8]1[CH2:12][C:11](=[N:13][O:14][CH3:15])[CH2:10][C@H:9]1[C:16]([OH:18])=O)=O)(C)(C)C.[C:19]1([C:29]2[CH:34]=[CH:33][CH:32]=[CH:31][CH:30]=2)[CH:24]=[CH:23][C:22]([S:25](Cl)(=[O:27])=[O:26])=[CH:21][CH:20]=1.[C:35]1([C:41]2([OH:47])[CH2:46][CH2:45][NH:44][CH2:43][CH2:42]2)[CH:40]=[CH:39][CH:38]=[CH:37][CH:36]=1>>[CH3:15][O:14][N:13]=[C:11]1[CH2:10][C@@H:9]([C:16]([N:44]2[CH2:45][CH2:46][C:41]([OH:47])([C:35]3[CH:36]=[CH:37][CH:38]=[CH:39][CH:40]=3)[CH2:42][CH2:43]2)=[O:18])[N:8]([S:25]([C:22]2[CH:23]=[CH:24][C:19]([C:29]3[CH:34]=[CH:33][CH:32]=[CH:31][CH:30]=3)=[CH:20][CH:21]=2)(=[O:27])=[O:26])[CH2:12]1. Reported procedure: Following the general method as outlined in Example 22, starting from (2S,4EZ)-1-(tert-butoxycarbonyl)-4-(methoxyimino)-2-pyrrolidinecarboxylic acid, [1,1′-biphenyl]-4-sulfonyl chloride, and 4phenyl-4-piperidinol, the title compound was obtained in 84% purity by HPLC. MS(ESI+): m/z=534. Reactants: NC1=CC=C(C=C1)O (4-aminophenol), [H-].[Na+] (NaH), ClC1=CC(=NC=C1)C(=O)NC (4-chloro-N-methylpicolinamide), C(=O)([O-])[O-].[K+].[K+] (K2CO3). The solvent is CN(C)C=O (DMF). Reaction conditions: time 2 hour. The product is CNC(=O)C1=NC=CC(=C1)OC1=CC=C(C=C1)N (4-(4-amino-phenoxy)pyridine-2-carboxylic acid methylamide). Isolated yield 70.1%. RXN SMILES: [NH2:1][C:2]1[CH:7]=[CH:6][C:5]([OH:8])=[CH:4][CH:3]=1.[H-].[Na+].Cl[C:12]1[CH:17]=[CH:16][N:15]=[C:14]([C:18]([NH:20][CH3:21])=[O:19])[CH:13]=1.C([O-])([O-])=O.[K+].[K+]>CN(C=O)C>[CH3:21][NH:20][C:18]([C:14]1[CH:13]=[C:12]([O:8][C:5]2[CH:6]=[CH:7][C:2]([NH2:1])=[CH:3][CH:4]=2)[CH:17]=[CH:16][N:15]=1)=[O:19] |f:1.2,4.5.6|. Reported procedure: A solution of 4-aminophenol (9.6 g, 88 mmol) in anhydrous DMF (100 mL) was treated with NaH (5.28 g of a 60% dispersion, 132 mmol), and the reddish-brown mixture was stirred at RT for 2 h. The contents were treated with 4-chloro-N-methylpicolinamide (15 g, 88 mmol) and K2CO3 (6.5 g, 44 mmol) and heated at 80° C. for 8 h. The mixture was cooled to RT and partitioned between EtOAc and brine. The aqueous phase was extracted with EtOAc. The combined organic layers were washed with brine (2×50 mL), d... The reactants are C(C1=CC=CC=C1)(=O)O[C@H]1[C@@H]([C@@H]2[C@@H](OC(C2)=O)C1)\C=C\[C@@H](O[Si](C1=CC=CC=C1)(C1=CC=CC=C1)C(C)(C)C)C1=CC2=C(S1)C=CC=C2 ((3aR,4R,5R,6aS)-4-((R,E)-3-(benzo[b]thiophen-2-yl)-3-(tert-butyldiphenylsilyloxy)prop-1-enyl)-2-oxohexahydro-2H-cyclopenta[b]furan-5-yl benzoate). Solvent: CO (methanol), C([O-])([O-])=O.[K+].[K+] (potassium carbonate). Reaction conditions: time 30 minute. Product: S1C2=C(C=C1[C@@H](/C=C/[C@H]1[C@@H](C[C@@H]3OC(C[C@@H]31)=O)O)O[Si](C3=CC=CC=C3)(C3=CC=CC=C3)C(C)(C)C)C=CC=C2 ((3aR,4R,5R,6aS)-4-((R,E)-3-(benzo[b]thiophen-2-yl)-3-(tert-butyldiphenylsilyloxy)prop-1-enyl)-5-hydroxyhexahydro-2H-cyclopenta[b]furan-2-one). Reaction SMILES: C([O:9][C@@H:10]1[CH2:18][C@@H:13]2[O:14][C:15](=[O:17])[CH2:16][C@@H:12]2[C@H:11]1/[CH:19]=[CH:20]/[C@H:21]([C:40]1[S:44][C:43]2[CH:45]=[CH:46][CH:47]=[CH:48][C:42]=2[CH:41]=1)[O:22][Si:23]([C:36]([CH3:39])([CH3:38])[CH3:37])([C:30]1[CH:35]=[CH:34][CH:33]=[CH:32][CH:31]=1)[C:24]1[CH:29]=[CH:28][CH:27]=[CH:26][CH:25]=1)(=O)C1C=CC=CC=1>CO.C(=O)([O-])[O-].[K+].[K+]>[S:44]1[C:40]([C@H:21]([O:22][Si:23]([C:36]([CH3:39])([CH3:38])[CH3:37])([C:24]2[CH:25]=[CH:26][CH:27]=[CH:28][CH:29]=2)[C:30]2[CH:31]=[CH:32][CH:33]=[CH:34][CH:35]=2)/[CH:20]=[CH:19]/[C@@H:11]2[C@@H:12]3[C@@H:13]([O:14][C:15](=[O:17])[CH2:16]3)[CH2:18][C@H:10]2[OH:9])=[CH:41][C:42]2[CH:48]=[CH:47][CH:46]=[CH:45][C:43]1=2 |f:2.3.4|. Procedure: A mixture consisting of (3aR,4R,5R,6aS)-4-((R,E)-3-(benzo[b]thiophen-2-yl)-3-(tert-butyldiphenylsilyloxy)prop-1-enyl)-2-oxohexahydro-2H-cyclopenta[b]furan-5-yl benzoate (6a, limiting reagent) in methanol (0.2 M) and potassium carbonate (0.6 molar equivalent) is stirred at room temperature and the reaction progress is monitored by TLC every 30 minutes. After complete consumption of starting material, the reaction mixture is acidified with 5% aqueous KHSO4 and diluted with brine. The product is ex... The reactants are C1(O)=CC=C(O)C=C1 (hydroquinone), [OH-].[Na+] (sodium hydroxide), C1C(C)O1 (propylene oxide). Conditions: time 40 minute. Product: C1(O)=CC=C(O)C=C1.C1C(C)O1 (hydroquinone propylene oxide), C1C(C)O1 (propylene oxide). Reaction SMILES: [C:1]1([CH:8]=[CH:7][C:5]([OH:6])=[CH:4][CH:3]=1)[OH:2].[OH-].[Na+].[CH2:11]1[O:14][CH:12]1[CH3:13]>>[C:1]1([CH:8]=[CH:7][C:5]([OH:6])=[CH:4][CH:3]=1)[OH:2].[CH2:11]1[O:14][CH:12]1[CH3:13].[CH2:1]1[O:2][CH:3]1[CH3:4] |f:1.2,4.5|. Procedure: In the same manner as in Example 1, 134 parts of hydroquinone and 1.0 part of sodium hydroxide were reacted with 566 parts of propylene oxide at not higher than 5 kg/cm2, at 180°-200° C. for 40 minutes thereby to obtain a hydroquinone-propylene oxide adduct (the average amount of propylene oxide added, n=4) which was a light-yellow viscous liquid. Starting materials: FC1(COC1)C=1C(=CC(=NC1)C(=O)O)O[C@H](C(F)(F)F)C (5-(3-fluorooxetan-3-yl)-4-[(1S)-2,2,2-trifluoro-1-methyl-ethoxy]pyridine-2-carboxylic acid), NC(C(=O)OCC)(C)C1=NOC(=N1)C (ethyl 2-amino-2-(5-methyl-1,2,4-oxadiazol-3-yl)propanoate). Product: FC1(COC1)C=1C(=CC(=NC1)C(=O)NC(C(=O)OCC)(C)C1=NOC(=N1)C)O[C@H](C(F)(F)F)C (ethyl 2-[[5-(3-fluorooxetan-3-yl)-4-[(1S)-2,2,2-trifluoro-1-methyl-ethoxy]pyridine-2-carbonyl]amino]-2-(5-methyl-1,2,4-oxadiazol-3-yl)propanoate). RXN SMILES: [F:1][C:2]1([C:6]2[C:7]([O:15][C@@H:16]([CH3:21])[C:17]([F:20])([F:19])[F:18])=[CH:8][C:9]([C:12](O)=[O:13])=[N:10][CH:11]=2)[CH2:5][O:4][CH2:3]1.[NH2:22][C:23]([C:30]1[N:34]=[C:33]([CH3:35])[O:32][N:31]=1)([CH3:29])[C:24]([O:26][CH2:27][CH3:28])=[O:25]>>[F:1][C:2]1([C:6]2[C:7]([O:15][C@@H:16]([CH3:21])[C:17]([F:18])([F:19])[F:20])=[CH:8][C:9]([C:12]([NH:22][C:23]([C:30]3[N:34]=[C:33]([CH3:35])[O:32][N:31]=3)([CH3:29])[C:24]([O:26][CH2:27][CH3:28])=[O:25])=[O:13])=[N:10][CH:11]=2)[CH2:5][O:4][CH2:3]1. Procedure: The title compound was synthesized in analogy to Example 112e, using 5-(3-fluorooxetan-3-yl)-4-[(1S)-2,2,2-trifluoro-1-methyl-ethoxy]pyridine-2-carboxylic acid (example 142b) and ethyl 2-amino-2-(5-methyl-1,2,4-oxadiazol-3-yl)propanoate (example 147a) as starting materials and isolated (283 mg, purity: 86%, 57%); MS (ESI, m/z): 491.5 (M+H+). Solvent: O (water). Procedure: According to the disclosure of Example 1, 99 g of hydroxymethylcyclododecane was first converted into the sodium alcoholate. 74 g (0.6 mol) of 2-bromopropane was added dropwise to the boiling suspension, and then the mixture was heated for 30 hours under reflux. The reaction mixture was poured into water, the organic phase was washed with water, dried over Na2SO4, and then distilled. The product is C1(CCCCCCCCCCC1)COC(C)C (Cyclododecylmethyl-isopropyl-ether). RXN SMILES: [OH:1][CH2:2][CH:3]1[CH2:14][CH2:13][CH2:12][CH2:11][CH2:10][CH2:9][CH2:8][CH2:7][CH2:6][CH2:5][CH2:4]1.Br[CH:16]([CH3:18])[CH3:17]>O>[CH:3]1([CH2:2][O:1][CH:16]([CH3:18])[CH3:17])[CH2:4][CH2:5][CH2:6][CH2:7][CH2:8][CH2:9][CH2:10][CH2:11][CH2:12][CH2:13][CH2:14]1. Reactants: OCC1CCCCCCCCCCC1 (hydroxymethylcyclododecane), sodium alcoholate, BrC(C)C (2-bromopropane). Reactants: C(CCC)[Li] (n-butyllithium), solution, BrC(C(Br)(F)F)(F)F (1,2-dibromotetrafluoroethane), FC1(C(OC2=C(O1)C=CC=C2)(F)F)F (2,2,3,3-tetrafluoro-2,3-dihydro-1,4-benzodioxin), [Cl-].[Na+] (sodium chloride). Run in hexanes, O (water), O1CCCC1 (tetrahydrofuran), O (water). Run at temperature -78 celsius, time 30 minute. Yields the product BrC1=CC=CC=2OC(C(OC21)(F)F)(F)F (5 -bromo-2,2,3,3-tetrafluoro-2,3-dihydro-1,4-benzodioxin). Reaction SMILES: [F:1][C:2]1([F:14])[O:7][C:6]2[CH:8]=[CH:9][CH:10]=[CH:11][C:5]=2[O:4][C:3]1([F:13])[F:12].C([Li])CCC.[Br:20]C(F)(F)C(F)(F)Br.[Cl-].[Na+]>O1CCCC1.O>[Br:20][C:11]1[C:5]2[O:4][C:3]([F:12])([F:13])[C:2]([F:1])([F:14])[O:7][C:6]=2[CH:8]=[CH:9][CH:10]=1 |f:3.4|. Reported procedure: A solution of 2,2,3,3-tetrafluoro-2,3-dihydro-1,4-benzodioxin (5.00 g, 24.0 mmol) in dry tetrahydrofuran (150 mL) is cooled to -78° C. under a nitrogen atmosphere. A solution of n-butyllithium (10.6 mL, 26.4 mmol of a 2.5M solution in hexanes) is added dropwise while maintaining the reaction temperature below -65° C. The reaction mixture is stirred at -78° C. for 30 min and then 1,2-dibromotetrafluoroethane (3.16 mL, 26.4 mmol) is added dropwise. After this addition is complete, the reaction mix... Reactants: O1C(=CC=C1)C(=O)O (2-Furoic acid), OCN1C(C=2C(C1=O)=CC=CC2)=O (N-hydroxy methylphthalimide). Solvent: S(O)(O)(=O)=O (sulphuric acid). Reaction conditions: time 18 hour. The product is O=C1N(C(C2=CC=CC=C12)=O)CC1=CC=C(O1)C(=O)O (5-[(1,3-dioxo-2,3-dihydro-1H-2-isoindolyl)methyl]-2-furoic acid). Isolated yield 52.8%. As a reaction SMILES: [O:1]1[CH:5]=[CH:4][CH:3]=[C:2]1[C:6]([OH:8])=[O:7].O[CH2:10][N:11]1[C:15](=[O:16])[C:14]2=[CH:17][CH:18]=[CH:19][CH:20]=[C:13]2[C:12]1=[O:21]>S(=O)(=O)(O)O>[O:21]=[C:12]1[C:13]2[C:14](=[CH:17][CH:18]=[CH:19][CH:20]=2)[C:15](=[O:16])[N:11]1[CH2:10][C:5]1[O:1][C:2]([C:6]([OH:8])=[O:7])=[CH:3][CH:4]=1. Procedure details: 2-Furoic acid (10.0 g) was dissolved in cold concentrated sulphuric acid (50 ml). The mixture was then added to N-hydroxy methylphthalimide (12.0 g) and the reaction mixture allowed to stand for 18 hrs at room temperature. The mixture was then poured into ice and the product extracted with dichloromethane, dried over magnesium sulphate and the solvent removed under reduced pressure. The crude product was triturated with diethyl ether and recrystallised from methanol to afford 5-[(1,3-dioxo-2,3-d... Reactants: C(C)(C)(C)[Si](OCC#CCN)(C)C (4-(tert-Butyl-dimethyl-silanyloxy)-but-2-ynylamine), CC1=CC(=NC(=C1)C)C=CC1=NN(C2=CC(=CC=C12)NC1=C(C(=O)O)C=CC=C1)C1OCCCC1 (2-[3-[2-(4,6-Dimethyl-pyridin-2-yl)-vinyl]-1-(tetrahydro-pyran-2-yl)-1H-indazol-6-ylamino]-benzoic acid). The solvent is O (H2O). The product is C(C)(C)(C)[Si](OCC#CCNC(C1=C(C=CC=C1)NC1=CC=C2C(=NN(C2=C1)C1OCCCC1)C=CC1=NC(=CC(=C1)C)C)=O)(C)C (N-[4-(tert-Butyl-dimethyl-silanyloxy)-but-2-ynyl]-2-[3-[2-(4,6-dimethyl-pyridin-2-yl)-vinyl]-1-(tetrahydro-pyran-2-yl)-1H-indazol-6-ylamino]-benzamide). As a reaction SMILES: [C:1]([Si:5]([CH3:13])([CH3:12])[O:6][CH2:7][C:8]#[C:9][CH2:10][NH2:11])([CH3:4])([CH3:3])[CH3:2].[CH3:14][C:15]1[CH:20]=[C:19]([CH3:21])[N:18]=[C:17]([CH:22]=[CH:23][C:24]2[C:32]3[C:27](=[CH:28][C:29]([NH:33][C:34]4[CH:42]=[CH:41][CH:40]=[CH:39][C:35]=4[C:36](O)=[O:37])=[CH:30][CH:31]=3)[N:26]([CH:43]3[CH2:48][CH2:47][CH2:46][CH2:45][O:44]3)[N:25]=2)[CH:16]=1>O>[C:1]([Si:5]([CH3:13])([CH3:12])[O:6][CH2:7][C:8]#[C:9][CH2:10][NH:11][C:36](=[O:37])[C:35]1[CH:39]=[CH:40][CH:41]=[CH:42][C:34]=1[NH:33][C:29]1[CH:28]=[C:27]2[C:32]([C:24]([CH:23]=[CH:22][C:17]3[CH:16]=[C:15]([CH3:14])[CH:20]=[C:19]([CH3:21])[N:18]=3)=[N:25][N:26]2[CH:43]2[CH2:48][CH2:47][CH2:46][CH2:45][O:44]2)=[CH:31][CH:30]=1)([CH3:4])([CH3:3])[CH3:2]. Procedure: Prepared in a similar manner to that described for Example 33(a) step (v), in U.S. Pat. No. 6,531,491, issued Mar. 11, 2003, herein incorporated by reference in its entirety for all purposes, except using 4-(tert-Butyl-dimethyl-silanyloxy)-but-2-ynylamine and 2-[3-[2-(4,6-Dimethyl-pyridin-2-yl)-vinyl]-1-(tetrahydro-pyran-2-yl)-1H-indazol-6-ylamino]-benzoic acid. 1H NMR (DMSO-d6) δ 9.56 (1H, s), 9.01 (1H, t, J=5.7 Hz), 8.06 (1H, d, J=8.7 Hz), 7.81 (1H, d, J=16.4 Hz), 7.66 (1H, d, J=7.5 Hz), 7.41 ...